This data is from the Open Reaction Database (ORD), a public repository of structured organic reaction records. The task is: describe an organic reaction: reactants, conditions, products, and yield The reactants are C(C)(C)[N-]C(C)C.[Li+] (lithium diisopropylamide), C1(=CC=CC=C1)S(=O)(=O)N1C=CC=2C1=NC=CC2 (1-benzenesulfonyl-1H-pyrrolo[2,3-b]pyridine), C(CCC)[Li] (n-butyllithium), CCCCCC (n-hexane), C(C)(C)NC(C)C (diisopropylamine), O1CCC(CC1)CC=O ((tetrahydro-pyran-4-yl)-acetaldehyde). The solvent is O1CCCC1 (tetrahydrofuran), O1CCCC1 (tetrahydrofuran). Reaction conditions: temperature -78 celsius, time 5 minute. The product is C1(=CC=CC=C1)S(=O)(=O)N1C(=CC=2C1=NC=CC2)C(CC2CCOCC2)O (1-(1-benzenesulfonyl-1H-pyrrolo[2,3-b]pyridin-2-yl)-2-(tetrahydro-pyran-4-yl)-ethanol). Isolated yield 57.4%. As a reaction SMILES: [C:1]1([S:7]([N:10]2[C:14]3=[N:15][CH:16]=[CH:17][CH:18]=[C:13]3[CH:12]=[CH:11]2)(=[O:9])=[O:8])[CH:6]=[CH:5][CH:4]=[CH:3][CH:2]=1.C([N-]C(C)C)(C)C.[Li+].C([Li])CCC.CCCCCC.C(NC(C)C)(C)C.[O:45]1[CH2:50][CH2:49][CH:48]([CH2:51][CH:52]=[O:53])[CH2:47][CH2:46]1>O1CCCC1>[C:1]1([S:7]([N:10]2[C:14]3=[N:15][CH:16]=[CH:17][CH:18]=[C:13]3[CH:12]=[C:11]2[CH:52]([OH:53])[CH2:51][CH:48]2[CH2:49][CH2:50][O:45][CH2:46][CH2:47]2)(=[O:9])=[O:8])[CH:2]=[CH:3][CH:4]=[CH:5][CH:6]=1 |f:1.2|. Reported procedure: To a suspension of 1-benzenesulfonyl-1H-pyrrolo[2,3-b]pyridine (5.0 g, 19.4 mmol) in dry tetrahydrofuran (125 mL) at −78° C. was added freshly prepared lithium diisopropylamide [prepared by adding 1.6 M n-butyllithium in n-hexane (18 mL, 29 mmol) to a 0° C. solution of diisopropylamine (4.4 mL, 31 mmol) in dry tetrahydrofuran (17 mL)] dropwise. The mixture was stirred at −78° C. for 5 min and then treated with (tetrahydro-pyran-4-yl)-acetaldehyde (3.7 g, 29 mmol) dropwise. The resulting mixture ... Starting materials: [Br-], O=C([O-])[O-], CCOC(=O)C(C)(C)Oc1ccc(C[P+](c2ccccc2)(c2ccccc2)c2ccccc2)cc1, Cc1oc(-c2ccc(C(F)(F)F)cc2)cc1C=O, CN(C)C=O, CCOC(C)=O, [K+], [K+]. Yields the product CCOC(=O)C(C)(C)Oc1ccc(C=Cc2cc(-c3ccc(C(F)(F)F)cc3)oc2C)cc1. RXN SMILES: [Br-:19].[C:55](=[O:56])([O-:57])[O-:58].[CH2:20]([CH3:21])[O:22][C:23]([C:24]([O:25][c:26]1[cH:27][cH:28][c:29]([CH2:30][P+:31]([c:32]2[cH:33][cH:34][cH:35][cH:36][cH:37]2)([c:38]2[cH:39][cH:40][cH:41][cH:42][cH:43]2)[c:44]2[cH:45][cH:46][cH:47][cH:48][cH:49]2)[cH:50][cH:51]1)([CH3:52])[CH3:53])=[O:54].[CH3:1][c:2]1[o:3][c:4](-[c:9]2[cH:10][cH:11][c:12]([C:15]([F:16])([F:17])[F:18])[cH:13][cH:14]2)[cH:5][c:6]1[CH:7]=[O:8].[CH3:61][N:62]([CH3:63])[CH:64]=[O:65].[CH3:66][CH2:67][O:68][C:69](=[O:70])[CH3:71].[K+:59].[K+:60]>>[CH3:1][c:2]1[o:3][c:4](-[c:9]2[cH:10][cH:11][c:12]([C:15]([F:16])([F:17])[F:18])[cH:13][cH:14]2)[cH:5][c:6]1[CH:7]=[CH:30][c:29]1[cH:28][cH:27][c:26]([O:25][C:24]([C:23]([O:22][CH2:20][CH3:21])=[O:54])([CH3:52])[CH3:53])[cH:51][cH:50]1. Yields the product O=C1c2c(Cl)cc(Br)cc2CN1Cc1ccc(C(F)(F)F)cc1. Starting materials: COC(=O)c1c(Cl)cc(Br)cc1CBr, CCOC(C)=O, Cc1ccccc1, CCCCCC, NCc1ccc(C(F)(F)F)cc1, [K+], [K+], O=C([O-])[O-]. Reaction SMILES: [CH3:1][O:2][C:3]([c:4]1[c:5]([CH2:12][Br:13])[cH:6][c:7]([Br:11])[cH:8][c:9]1[Cl:10])=[O:14].[CH3:33][CH2:34][O:35][C:36](=[O:37])[CH3:38].[CH3:39][c:40]1[cH:41][cH:42][cH:43][cH:44][cH:45]1.[CH3:46][CH2:47][CH2:48][CH2:49][CH2:50][CH3:51].[F:15][C:16]([c:17]1[cH:18][cH:19][c:20]([CH2:21][NH2:22])[cH:23][cH:24]1)([F:25])[F:26].[K+:27].[K+:28].[O-:29][C:30]([O-:31])=[O:32]>>[C:3]1(=[O:14])[c:4]2[c:5]([cH:6][c:7]([Br:11])[cH:8][c:9]2[Cl:10])[CH2:12][N:22]1[CH2:21][c:20]1[cH:19][cH:18][c:17]([C:16]([F:15])([F:25])[F:26])[cH:24][cH:23]1. Starting materials: CC(C)C[AlH]CC(C)C, ClCCl, CCOC(=O)C(C)=Cc1cc(F)c(Oc2ccccc2)c(F)c1. The product is CC(=Cc1cc(F)c(Oc2ccccc2)c(F)c1)CO. As a reaction SMILES: [CH3:24][CH:25]([CH2:26][AlH:27][CH2:28][CH:29]([CH3:30])[CH3:31])[CH3:32].[Cl:33][CH2:34][Cl:35].[F:1][c:2]1[cH:3][c:4]([CH:16]=[C:17]([C:18](=[O:19])[O:20][CH2:21][CH3:22])[CH3:23])[cH:5][c:6]([F:15])[c:7]1[O:8][c:9]1[cH:10][cH:11][cH:12][cH:13][cH:14]1>>[F:1][c:2]1[cH:3][c:4]([CH:16]=[C:17]([CH2:18][OH:19])[CH3:23])[cH:5][c:6]([F:15])[c:7]1[O:8][c:9]1[cH:10][cH:11][cH:12][cH:13][cH:14]1. The reactants are CCCCOc1ccc(C(CC)C(=O)OC)cc1, CCO, Cl, [Na+], [OH-], O. Product: CCCCOc1ccc(C(CC)C(=O)O)cc1. RXN SMILES: [CH3:1][O:2][C:3]([CH:4]([CH2:5][CH3:6])[c:7]1[cH:8][cH:9][c:10]([O:13][CH2:14][CH2:15][CH2:16][CH3:17])[cH:11][cH:12]1)=[O:18].[CH3:22][CH2:23][OH:24].[ClH:21].[Na+:20].[OH-:19].[OH2:25]>>[O:2]=[C:3]([CH:4]([CH2:5][CH3:6])[c:7]1[cH:8][cH:9][c:10]([O:13][CH2:14][CH2:15][CH2:16][CH3:17])[cH:11][cH:12]1)[OH:18]. The reactants are C1CCNC1, Nn1c(=S)[nH]c2ccccc2c1=O, O. Yields the product Nn1c(N2CCCC2)nc2ccccc2c1=O. Reaction SMILES: [CH2:14]1[CH2:15][CH2:16][NH:17][CH2:18]1.[NH2:1][n:2]1[c:3](=[S:13])[nH:4][c:5]2[cH:6][cH:7][cH:8][cH:9][c:10]2[c:11]1=[O:12].[OH2:19]>>[NH2:1][n:2]1[c:3]([N:17]2[CH2:16][CH2:15][CH2:14][CH2:18]2)[n:4][c:5]2[cH:6][cH:7][cH:8][cH:9][c:10]2[c:11]1=[O:12]. Starting materials: C(C1=CC=CC=C1)N1CCN(CC1)C(=O)C=1C=CC(=NC1)NC(=O)NCCCC (1-(5-(4-Benzylpiperazine-1-carbonyl)pyridin-2-yl)-3-butylurea). The reagents and catalysts are [Pd] (palladium on carbon), C(C)O (ethanol). Yields the product C(CCC)NC(=O)NC1=NC=C(C=C1)C(=O)N1CCNCC1 (1-Butyl-3-(5-(piperazine-1-carbonyl)pyridin-2-yl)urea). Isolated yield 98.0%. RXN SMILES: C([N:8]1[CH2:13][CH2:12][N:11]([C:14]([C:16]2[CH:17]=[CH:18][C:19]([NH:22][C:23]([NH:25][CH2:26][CH2:27][CH2:28][CH3:29])=[O:24])=[N:20][CH:21]=2)=[O:15])[CH2:10][CH2:9]1)C1C=CC=CC=1>[Pd].C(O)C>[CH2:26]([NH:25][C:23]([NH:22][C:19]1[CH:18]=[CH:17][C:16]([C:14]([N:11]2[CH2:12][CH2:13][NH:8][CH2:9][CH2:10]2)=[O:15])=[CH:21][N:20]=1)=[O:24])[CH2:27][CH2:28][CH3:29]. Procedure details: 1-(5-(4-Benzylpiperazine-1-carbonyl)pyridin-2-yl)-3-butylurea (58 mg, 0.147 mmol) and palladium on carbon 10% (15.61 mg, 0.015 mmol) were stirred in ethanol (2.5 mL containing 3 drops of 5M hydrochoric acid) under a hydrogen atmosphere at 5 bar at room temperature overnight. The mixture was filtered and the residue was taken up in dichloromethane/methanol and loaded on to a strong cation exchange column (2 g) and washed with dichloromethane/methanol. Elution of the column with 2M ammonia in meth...